This data is from the Open Reaction Database (ORD), a public repository of structured organic reaction records. The task is: describe an organic reaction: reactants, conditions, products, and yield The reactants are O=C([O-])[O-], O=C1CCC(=O)O1, CCOC(C)=O, [Cs+], [Cs+], OCc1ccccc1. Product: O=C(O)CCC(=O)OCc1ccccc1. RXN SMILES: [C:16](=[O:17])([O-:18])[O-:19].[C:1]1(=[O:7])[CH2:2][CH2:3][C:4](=[O:5])[O:6]1.[CH3:22][CH2:23][O:24][C:25](=[O:26])[CH3:27].[Cs+:20].[Cs+:21].[OH:8][CH2:9][c:10]1[cH:11][cH:12][cH:13][cH:14][cH:15]1>>[C:1]([CH2:2][CH2:3][C:4](=[O:5])[O:8][CH2:9][c:10]1[cH:11][cH:12][cH:13][cH:14][cH:15]1)([OH:6])=[O:7]. The reactants are CCO, CCOC(=O)c1sc(-c2ccncc2)nc1C, Cl, [Na+], C1CCOC1, [OH-], O. Product: Cc1nc(-c2ccncc2)sc1C(=O)O. As a reaction SMILES: [CH2:20]([OH:21])[CH3:22].[CH3:1][c:2]1[n:3][c:4](-[c:12]2[cH:13][cH:14][n:15][cH:16][cH:17]2)[s:5][c:6]1[C:7](=[O:8])[O:9][CH2:10][CH3:11].[ClH:28].[Na+:19].[O:23]1[CH2:24][CH2:25][CH2:26][CH2:27]1.[OH-:18].[OH2:29]>>[CH3:1][c:2]1[n:3][c:4](-[c:12]2[cH:13][cH:14][n:15][cH:16][cH:17]2)[s:5][c:6]1[C:7](=[O:8])[OH:9]. Reactants: H+ TFA, C([O-])([O-])=O.[Cs+].[Cs+] (cesium carbonate), CC1=CC=C(C=C1)S(=O)(=O)OCCOCCOCCF (2-(2-(2-fluoroethoxy)ethoxy)ethyl 4-methylbenzenesulfonate), C(C1=CC=CC=C1)OC1=CC=C2C=3C=CC(=CC3NC2=C1)O (7-(benzyloxy)-9H-carbazol-2-ol). The reagents and catalysts are C(C)(=O)O (acetic acid), [Pd] (Pd/C). Solvent: CN(C)C=O (DMF), O (water). Run at time 15 hour. Yields the product FCCOCCOCCOC1=CC=C2C=3C=CC(=CC3NC2=C1)O (7-(2-(2-(2-fluoroethoxy)ethoxy)ethoxy)-9H-carbazol-2-ol). Isolated yield 27.0%. RXN SMILES: [CH2:1]([O:8][C:9]1[CH:21]=[C:20]2[C:12]([C:13]3[CH:14]=[CH:15][C:16]([OH:22])=[CH:17][C:18]=3[NH:19]2)=[CH:11][CH:10]=1)[C:2]1C=CC=CC=1.C(=O)([O-])[O-].[Cs+].[Cs+].CC1C=CC(S(OCC[O:42][CH2:43][CH2:44][O:45][CH2:46][CH2:47][F:48])(=O)=O)=CC=1>CN(C=O)C.O.C(O)(=O)C.[Pd]>[F:48][CH2:47][CH2:46][O:45][CH2:44][CH2:43][O:42][CH2:2][CH2:1][O:8][C:9]1[CH:21]=[C:20]2[C:12]([C:13]3[CH:14]=[CH:15][C:16]([OH:22])=[CH:17][C:18]=3[NH:19]2)=[CH:11][CH:10]=1 |f:1.2.3|. Procedure details: To a round bottom flask containing Compound 8 (50 mg, 0.17 mmol) in DMF (1 ml), was added cesium carbonate (56 mg, 0.17 mmol) and 2-(2-(2-fluoroethoxy)ethoxy)ethyl 4-methylbenzenesulfonate (53 mg, 0.17 mmol). The reaction was stirred at rt for 15 h and then diluted with water (15 mL). White precipitate (72 mg) was collected via filtration and dried in vacou. The solid was dissolved in MeOH (10 mL). To the reaction, was added Pd/C (20 mg) and acetic acid (5 drops). The mixture was stirred under h...